Dataset: the Open Reaction Database (ORD), a public repository of structured organic reaction records. Task: describe an organic reaction: reactants, conditions, products, and yield Reactants: Cl (HCl), C1(CC1)(C(=O)OC)C(=O)OC (Dimethyl cyclopropane-1,1-dicarboxylate), [Cl-].[NH4+] (ammonium chloride), CC(C)C[AlH]CC(C)C (DIBAL). The solvent is ClCCl (dichloromethane). Reaction conditions: temperature -78 celsius, time 6.5 hour. Yields the product C(=O)C1(CC1)C(=O)OC (methyl 1-formylcyclopropanecarboxylate). As a reaction SMILES: [C:1]1([C:8](OC)=[O:9])([C:4]([O:6][CH3:7])=[O:5])[CH2:3][CH2:2]1.CC(C[AlH]CC(C)C)C.[Cl-].[NH4+].Cl>ClCCl>[CH:8]([C:1]1([C:4]([O:6][CH3:7])=[O:5])[CH2:3][CH2:2]1)=[O:9] |f:2.3|. Reported procedure: Dimethyl cyclopropane-1,1-dicarboxylate (6.90 ml, 50 mmol) was dissolved in dichloromethane (100 mL) and cooled to −78° C. DIBAL (1.0 M in DCM, 100 ml, 100 mmol) was added slowly over a period of 30 minutes. The reaction mixture was stirred for 6.5 hours at −78° C. then treated carefully with an aqueous saturated solution of ammonium chloride (16 mL) followed by HCl (1.0 M, 20 mL). The reaction was allowed to warm to room temperature over the weekend. The solids were filtered off and washed with... Starting materials: CI, CN(C)C=O, ClC(Cl)Cl, [Li+], [Li+], O=C([O-])[O-], O, CCn1c(=O)c2c(nc(C=Cc3ccc(O)c(O)c3)n2C)n(CC)c1=O. Yields the product CCn1c(=O)c2c(nc(C=Cc3ccc(OC)c(O)c3)n2C)n(CC)c1=O. RXN SMILES: [CH3:27][I:28].[CH3:36][N:37]([CH3:38])[CH:39]=[O:40].[CH:41]([Cl:42])([Cl:43])[Cl:44].[Li+:29].[Li+:30].[O-:31][C:32](=[O:33])[O-:34].[OH2:35].[OH:1][c:2]1[cH:3][c:4]([CH:5]=[CH:6][c:7]2[n:8][c:9]3[n:10]([CH2:21][CH3:22])[c:11](=[O:20])[n:12]([CH2:18][CH3:19])[c:13](=[O:17])[c:14]3[n:15]2[CH3:16])[cH:23][cH:24][c:25]1[OH:26]>>[OH:1][c:2]1[cH:3][c:4]([CH:5]=[CH:6][c:7]2[n:8][c:9]3[n:10]([CH2:21][CH3:22])[c:11](=[O:20])[n:12]([CH2:18][CH3:19])[c:13](=[O:17])[c:14]3[n:15]2[CH3:16])[cH:23][cH:24][c:25]1[O:26][CH3:32]. Starting materials: Oc1cc(Br)c(F)cn1, CCI, ClCCl. Yields the product CCOc1cc(Br)c(F)cn1. Reaction SMILES: [Br:4][c:5]1[cH:6][c:7]([OH:12])[n:8][cH:9][c:10]1[F:11].[CH2:1]([CH3:2])[I:3].[Cl:13][CH2:14][Cl:15]>>[CH2:1]([CH3:2])[O:12][c:7]1[cH:6][c:5]([Br:4])[c:10]([F:11])[cH:9][n:8]1. The reactants are C(C)(C)(C)OC(NC1=C(C=C(C(=C1)C)C(F)(F)F)N)=O ((2-amino-5-methyl-4-trifluoromethyl-phenyl)-carbamic acid tert-butyl ester), C(C)(C)(C)OC(CC(C1=CC(=CC=C1)C1=CC(=NC=C1)N1CCCC1)=O)=O (3-oxo-3-[3-(2-pyrrolidin-1-yl-pyridin-4-yl)-phenyl]-propionic acid tert-butyl ester). Yields the product C(C)(C)(C)OC(NC1=C(C=C(C(=C1)C)C(F)(F)F)NC(CC(C1=CC(=CC=C1)C1=CC(=NC=C1)N1CCCC1)=O)=O)=O ((5-Methyl-2-{3-oxo-3-[3-(2-pyrrolidin-1-yl-pyridin-4-yl)-phenyl]-propionylamino}-4-trifluoromethyl-phenyl)-carbamic acid tert-butyl ester). As a reaction SMILES: [C:1]([O:5][C:6](=[O:20])[NH:7][C:8]1[CH:13]=[C:12]([CH3:14])[C:11]([C:15]([F:18])([F:17])[F:16])=[CH:10][C:9]=1[NH2:19])([CH3:4])([CH3:3])[CH3:2].C([O:25][C:26](=O)[CH2:27][C:28](=[O:46])[C:29]1[CH:34]=[CH:33][CH:32]=[C:31]([C:35]2[CH:40]=[CH:39][N:38]=[C:37]([N:41]3[CH2:45][CH2:44][CH2:43][CH2:42]3)[CH:36]=2)[CH:30]=1)(C)(C)C>>[C:1]([O:5][C:6](=[O:20])[NH:7][C:8]1[CH:13]=[C:12]([CH3:14])[C:11]([C:15]([F:18])([F:17])[F:16])=[CH:10][C:9]=1[NH:19][C:26](=[O:25])[CH2:27][C:28](=[O:46])[C:29]1[CH:34]=[CH:33][CH:32]=[C:31]([C:35]2[CH:40]=[CH:39][N:38]=[C:37]([N:41]3[CH2:42][CH2:43][CH2:44][CH2:45]3)[CH:36]=2)[CH:30]=1)([CH3:4])([CH3:2])[CH3:3]. Procedure: The title compound was prepared from (2-amino-5-methyl-4-trifluoromethyl-phenyl)-carbamic acid tert-butyl ester (Example J20) (218 mg, 0.75 mmol) and 3-oxo-3-[3-(2-pyrrolidin-1-yl-pyridin-4-yl)-phenyl]-propionic acid tert-butyl ester (Example K63) (275 mg, 0.75 mmol) according to the general procedure M. Obtained as an off-white amorphous substance (348 mg, 80%). Starting materials: C(C)C1=NC2=C(N1C1=NC(=C3N=C(N(C3=N1)C)C(O)C1CCNCC1)N1CCOCC1)C=CC=C2 ((2-(2-ethyl-1H-benzo[d]imidazol-1-yl)-9-methyl-6-morpholino-9H-purin-8-yl)(piperidin-4-yl)methanol), COC(C(C)(C)Br)=O (2-bromo-2-methylpropionic acid methyl ester). The product is C(C)C1=NC2=C(N1C1=NC(=C3N=C(N(C3=N1)C)C(C1CCN(CC1)C(C(=O)OC)(C)C)O)N1CCOCC1)C=CC=C2 (1-methyl 2-(4-((2-(2-ethyl-1H-benzo[d]imidazol-1-yl)-9-methyl-6-morpholino-9H-purin-8-yl)(hydroxy)methyl)piperidin-1-yl)-2-methylpropanoate). Yield: 83.0%. RXN SMILES: [CH2:1]([C:3]1[N:7]([C:8]2[N:16]=[C:15]3[C:11]([N:12]=[C:13]([CH:18]([CH:20]4[CH2:25][CH2:24][NH:23][CH2:22][CH2:21]4)[OH:19])[N:14]3[CH3:17])=[C:10]([N:26]3[CH2:31][CH2:30][O:29][CH2:28][CH2:27]3)[N:9]=2)[C:6]2[CH:32]=[CH:33][CH:34]=[CH:35][C:5]=2[N:4]=1)[CH3:2].[CH3:36][O:37][C:38](=[O:43])[C:39](Br)([CH3:41])[CH3:40]>>[CH2:1]([C:3]1[N:7]([C:8]2[N:16]=[C:15]3[C:11]([N:12]=[C:13]([CH:18]([OH:19])[CH:20]4[CH2:21][CH2:22][N:23]([C:39]([CH3:41])([CH3:40])[C:38]([O:37][CH3:36])=[O:43])[CH2:24][CH2:25]4)[N:14]3[CH3:17])=[C:10]([N:26]3[CH2:27][CH2:28][O:29][CH2:30][CH2:31]3)[N:9]=2)[C:6]2[CH:32]=[CH:33][CH:34]=[CH:35][C:5]=2[N:4]=1)[CH3:2]. Procedure: Following General Procedure C, (2-(2-ethyl-1H-benzo[d]imidazol-1-yl)-9-methyl-6-morpholino-9H-purin-8-yl)(piperidin-4-yl)methanol was alkylated with 2-bromo-2-methylpropionic acid methyl ester to give the racemate desired product (0.22 g, 83%). The enantiomers were separated by SFC to give 526. LCMS m/z: 289.2 (2M+H+) Reactants: Oc1cccc(Br)c1, CN(C)C=O, ClCc1ccc2ccccc2n1, [H-], [Na+]. RXN SMILES: [Br:3][c:4]1[cH:5][c:6]([OH:10])[cH:7][cH:8][cH:9]1.[CH3:23][N:24]([CH3:25])[CH:26]=[O:27].[Cl:11][CH2:12][c:13]1[n:14][c:15]2[cH:16][cH:17][cH:18][cH:19][c:20]2[cH:21][cH:22]1.[H-:1].[Na+:2]>>[Br:3][c:4]1[cH:5][c:6]([O:10][CH2:12][c:13]2[n:14][c:15]3[cH:16][cH:17][cH:18][cH:19][c:20]3[cH:21][cH:22]2)[cH:7][cH:8][cH:9]1. Yields the product Brc1cccc(OCc2ccc3ccccc3n2)c1.